Dataset: the Open Reaction Database (ORD), a public repository of structured organic reaction records. Task: describe an organic reaction: reactants, conditions, products, and yield The reactants are Cc1sc2c(c1-c1ccc(N)nc1)CCCC2, CO, CCN(C(C)C)C(C)C, ClCCl, O=C(Cl)c1c(F)cccc1F, [Na+], C1CCOC1, [OH-]. Product: Cc1sc2c(c1-c1ccc(NC(=O)c3c(F)cccc3F)nc1)CCCC2. Reaction SMILES: [CH3:12][c:13]1[c:14](-[c:22]2[cH:23][cH:24][c:25]([NH2:28])[n:26][cH:27]2)[c:15]2[c:16]([s:17]1)[CH2:18][CH2:19][CH2:20][CH2:21]2.[CH3:46][OH:47].[CH:29]([N:30]([CH2:31][CH3:32])[CH:33]([CH3:34])[CH3:35])([CH3:36])[CH3:37].[Cl:38][CH2:39][Cl:40].[F:1][c:2]1[c:3]([C:4](=[O:5])[Cl:6])[c:7]([F:11])[cH:8][cH:9][cH:10]1.[Na+:49].[O:41]1[CH2:42][CH2:43][CH2:44][CH2:45]1.[OH-:48]>>[F:1][c:2]1[c:3]([C:4](=[O:5])[NH:28][c:25]2[cH:24][cH:23][c:22](-[c:14]3[c:13]([CH3:12])[s:17][c:16]4[c:15]3[CH2:21][CH2:20][CH2:19][CH2:18]4)[cH:27][n:26]2)[c:7]([F:11])[cH:8][cH:9][cH:10]1. Reactants: CN(C)C=O, CN1CCCC1, CCO, Cl, Nc1nc(-n2cc(C(=O)O)c(=O)c3cc(F)c(F)c(F)c32)c(F)cc1F, OC1CNC1. The product is Nc1nc(-n2cc(C(=O)O)c(=O)c3cc(F)c(N4CC(O)C4)c(F)c32)c(F)cc1F. Reaction SMILES: [CH3:1][N:2]([CH3:3])[CH:4]=[O:5].[CH3:38][N:39]1[CH2:40][CH2:41][CH2:42][CH2:43]1.[CH3:44][CH2:45][OH:46].[ClH:32].[NH2:6][c:7]1[c:8]([F:31])[cH:9][c:10]([F:30])[c:11](-[n:13]2[cH:14][c:15]([C:27](=[O:28])[OH:29])[c:16](=[O:26])[c:17]3[cH:18][c:19]([F:25])[c:20]([F:24])[c:21]([F:23])[c:22]23)[n:12]1.[OH:33][CH:34]1[CH2:35][NH:36][CH2:37]1>>[NH2:6][c:7]1[c:8]([F:31])[cH:9][c:10]([F:30])[c:11](-[n:13]2[cH:14][c:15]([C:27](=[O:28])[OH:29])[c:16](=[O:26])[c:17]3[cH:18][c:19]([F:25])[c:20]([N:36]4[CH2:35][CH:34]([OH:33])[CH2:37]4)[c:21]([F:23])[c:22]23)[n:12]1.